This data is from the Open Reaction Database (ORD), a public repository of structured organic reaction records. The task is: describe an organic reaction: reactants, conditions, products, and yield Reactants: BrC1=C(C(=C(C(=C1O)Br)Br)C(C)(C)C1=CC=C(C=C1)O)Br (tetrabromobisphenol A), C(C)(=O)Cl (acetyl chloride). Run in N1=CC=CC=C1 (pyridine). Run at time 8 hour. The product is C(C)(=O)O.C(C)(=O)O.BrC1=C(C(=C(C(=C1O)Br)Br)C(C)(C)C1=CC=C(C=C1)O)Br (Tetrabromobisphenol A diacetate). As a reaction SMILES: [Br:1][C:2]1[C:7]([OH:8])=[C:6]([Br:9])[C:5]([Br:10])=[C:4]([C:11]([C:14]2[CH:19]=[CH:18][C:17]([OH:20])=[CH:16][CH:15]=2)([CH3:13])[CH3:12])[C:3]=1[Br:21].[C:22](Cl)(=[O:24])[CH3:23]>N1C=CC=CC=1>[C:17]([OH:20])(=[O:24])[CH3:18].[C:22]([OH:24])(=[O:8])[CH3:23].[Br:1][C:2]1[C:7]([OH:8])=[C:6]([Br:9])[C:5]([Br:10])=[C:4]([C:11]([C:14]2[CH:19]=[CH:18][C:17]([OH:20])=[CH:16][CH:15]=2)([CH3:13])[CH3:12])[C:3]=1[Br:21] |f:3.4.5|. Procedure details: 27.2 g of tetrabromobisphenol A are dissolved in 176.6 ml of pyridine. 7.8 g of acetyl chloride are added slowly to this solution with cooling, and the reaction mixture thus obtained is kept at room temperature overnight. The mixture is filtered, poured into ice water and acidified using concentrated HCl. The precipitated ester is filtered off under suction, taken up in methylene chloride, washed with sodium bicarbonate solution and water, dried and evaporated. The product is recrystallized from... Reactants: ClC=1C=2N(N=CC1C1=CC=C(C=C1)C)C(NN2)=O (8-chloro-7-p-tolyl-[1,2,4]triazolo[4,3-b]pyridazin-3(2H)-one), ClCC=1C=CC(=NC1)C(F)(F)F (5-(chloromethyl)-2-(trifluoromethyl)pyridine), C(=O)([O-])[O-].[K+].[K+] (K2CO3). The solvent is CN(C)C=O (DMF). Run at temperature 55 celsius. The product is ClC=1C=2N(N=CC1C1=CC=C(C=C1)C)C(N(N2)CC=2C=NC(=CC2)C(F)(F)F)=O (8-Chloro-7-p-tolyl-2-((6-(trifluoromethyl)pyridin-3-yl)methyl)-[1,2,4]triazolo[4,3-b]pyridazin-3(2H)-one). The yield is 59.6%. As a reaction SMILES: [Cl:1][C:2]1[C:3]2[N:4]([C:15](=[O:18])[NH:16][N:17]=2)[N:5]=[CH:6][C:7]=1[C:8]1[CH:13]=[CH:12][C:11]([CH3:14])=[CH:10][CH:9]=1.Cl[CH2:20][C:21]1[CH:22]=[CH:23][C:24]([C:27]([F:30])([F:29])[F:28])=[N:25][CH:26]=1.C([O-])([O-])=O.[K+].[K+]>CN(C=O)C>[Cl:1][C:2]1[C:3]2[N:4]([C:15](=[O:18])[N:16]([CH2:20][C:21]3[CH:26]=[N:25][C:24]([C:27]([F:30])([F:28])[F:29])=[CH:23][CH:22]=3)[N:17]=2)[N:5]=[CH:6][C:7]=1[C:8]1[CH:9]=[CH:10][C:11]([CH3:14])=[CH:12][CH:13]=1 |f:2.3.4|. Procedure: To a stirring suspension of 8-chloro-7-p-tolyl-[1,2,4]triazolo[4,3-b]pyridazin-3(2H)-one (2.2 g, 8.4 mmol) and 5-(chloromethyl)-2-(trifluoromethyl)pyridine (2.1 g, 11 mmol) in DMF (15 mL) at room temperature under argon was added K2CO3 (1.74 g, 12.6 mmol). The resulting mixture was heated at 55° C. for 2 h. HPLC/MS analysis indicated complete reaction. The reaction mixture was concentrated under vacuum with co-evaporation of toluene (10 mL×2) to obtain a dark yellow solid. The crude product was ... Starting materials: COC(=O)c1nc2[nH]c(COC(C)=O)cc(=O)n2n1, O=P(Cl)(Cl)Cl. The product is COC(=O)c1nc2nc(COC(C)=O)cc(Cl)n2n1. RXN SMILES: [C:1]([CH3:2])(=[O:3])[O:4][CH2:5][c:6]1[nH:7][c:8]2[n:9]([c:10](=[O:12])[cH:11]1)[n:13][c:14]([C:16](=[O:17])[O:18][CH3:19])[n:15]2.[P:20]([Cl:21])([Cl:22])([Cl:23])=[O:24]>>[C:1]([CH3:2])(=[O:3])[O:4][CH2:5][c:6]1[n:7][c:8]2[n:9]([c:10]([Cl:22])[cH:11]1)[n:13][c:14]([C:16](=[O:17])[O:18][CH3:19])[n:15]2. Reactants: B(F)(F)F.CCOCC (boron trifluoride etherate), C(CCC)[Li].CCCCCC (Butyllithium hexane), BrC1=C(C=CC(=C1)Cl)Cl (2-bromo-1,4-dichloro-benzene), 8-oxa-bicyclo[5.10]octane, [Cl-].[NH4+] (ammonium chloride). The solvent is O (water), C(C)OCC (diethyl ether). Conditions: temperature -30 celsius, time 5 minute. Yields the product ClC1=C(C=C(C=C1)Cl)C1C(CCCCC1)O (2-(2,5-Dichloro-phenyl)-cycloheptanol). The yield is 68.5%. RXN SMILES: C([Li])CCC.[CH3:6][CH2:7][CH2:8][CH2:9][CH2:10]C.Br[C:13]1[CH:18]=[C:17]([Cl:19])[CH:16]=[CH:15][C:14]=1[Cl:20].B(F)(F)F.CC[O:27][CH2:28][CH3:29].[Cl-].[NH4+]>C(OCC)C.O>[Cl:20][C:14]1[CH:15]=[CH:16][C:17]([Cl:19])=[CH:18][C:13]=1[CH:10]1[CH2:9][CH2:8][CH2:7][CH2:6][CH2:29][CH:28]1[OH:27] |f:0.1,3.4,5.6|. Procedure details: 1.6 N Butyllithium-hexane solution (12.5 mL, 20 mmol) was added at −75° C. over 15 min to a solution of 2-bromo-1,4-dichloro-benzene (4.52 g, 20 mmol) in diethyl ether (50 mL). After stirring for 5 min, 8-oxa-bicyclo[5.10]octane (2.25 g, 20 mmol) was added, and subsequently, boron trifluoride etherate (2.51 mL, 20 mmol) was added dropwise over 0.5 h to the reaction mixture. Stirring was continued for 0.5 h at −75° C. The temperature was then raised to −30° C. and saturated aqueous ammonium chlor... Reactants: S1C(=NC=C1)C=O (thiazole-2-carboxaldehyde), Cl (hydrochloric acid), FC(F)(F)[Si](C)(C)C (trifluoromethyltrimethylsilane), solution, [F-].C(CCC)[N+](CCCC)(CCCC)CCCC (tetrabutylammonium fluoride). The solvent is C(C)(=O)OCC (ethyl acetate), C1CCOC1 (THF), C1CCOC1 (THF). Run at time 2 hour. The product is FC(C(O)C=1SC=CN1)(F)F (2,2,2-Trifluoro-1-thiazol-2-ylethanol). As a reaction SMILES: [S:1]1[CH:5]=[CH:4][N:3]=[C:2]1[CH:6]=[O:7].[F-].C([N+](CCCC)(CCCC)CCCC)CCC.[F:26][C:27]([Si](C)(C)C)([F:29])[F:28].Cl>C1COCC1.C(OCC)(=O)C>[F:26][C:27]([F:29])([F:28])[CH:6]([C:2]1[S:1][CH:5]=[CH:4][N:3]=1)[OH:7] |f:1.2|. Reported procedure: A solution of 2 g (17.68 mmol) of thiazole-2-carboxaldehyde and 0.88 ml (0.88 mmol) of a 1M solution of tetrabutylammonium fluoride in THF, in 88 ml of THF, is admixed slowly at approximately 0° (ice bath) with 2.7 g (19.44 mmol) of trifluoromethyltrimethylsilane (TMS-CF3). Stirring is continued at ambient temperature for 2 hours. The reaction mixture is admixed with 25 ml of 1N aqueous hydrochloric acid and ethyl acetate. The aqueous phase is separated off and extracted twice with ethyl acetate... The reactants are CCOC(=O)C(C(=O)OCC)C(=O)c1c(F)cc(Cl)c(F)c1Cl, O. Product: CCOC(=O)CC(=O)c1c(F)cc(Cl)c(F)c1Cl. As a reaction SMILES: [Cl:1][c:2]1[c:3]([C:4](=[O:5])[CH:6]([C:7](=[O:8])[O:9][CH2:10][CH3:11])[C:12]([O:13][CH2:14][CH3:15])=[O:16])[c:17]([F:23])[cH:18][c:19]([Cl:22])[c:20]1[F:21].[OH2:24]>>[Cl:1][c:2]1[c:3]([C:4](=[O:5])[CH2:6][C:7](=[O:8])[O:9][CH2:10][CH3:11])[c:17]([F:23])[cH:18][c:19]([Cl:22])[c:20]1[F:21]. Starting materials: Cc1ccncc1, C[Si](C)(C)[N-][Si](C)(C)C, CCCCCC, CCOC(=O)c1ccc(F)cc1, [Li+], C1CCOC1. Product: O=C(Cc1ccncc1)c1ccc(F)cc1. RXN SMILES: [CH3:1][c:2]1[cH:3][cH:4][n:5][cH:6][cH:7]1.[CH3:20][Si:21]([N-:22][Si:23]([CH3:24])([CH3:25])[CH3:26])([CH3:27])[CH3:28].[CH3:30][CH2:31][CH2:32][CH2:33][CH2:34][CH3:35].[F:8][c:9]1[cH:10][cH:11][c:12]([C:13](=[O:14])[O:15][CH2:16][CH3:17])[cH:18][cH:19]1.[Li+:29].[O:36]1[CH2:37][CH2:38][CH2:39][CH2:40]1>>[CH2:1]([c:2]1[cH:3][cH:4][n:5][cH:6][cH:7]1)[C:13]([c:12]1[cH:11][cH:10][c:9]([F:8])[cH:19][cH:18]1)=[O:14]. The reactants are ClCCl, CN(C)C=O, CS(=O)(=O)c1ccc(C(CC2CCCC2)C(=O)O)cc1Cl, O=C(Cl)C(=O)Cl, CS(=O)(=O)Nc1cnc(N)cn1, C1CCOC1, c1ccncc1. Yields the product CS(=O)(=O)Nc1cnc(NC(=O)C(CC2CCCC2)c2ccc(S(C)(=O)=O)c(Cl)c2)cn1. RXN SMILES: [CH2:46]([Cl:47])[Cl:48].[CH3:54][N:55]([CH3:56])[CH:57]=[O:58].[Cl:1][c:2]1[cH:3][c:4]([CH:12]([C:13](=[O:14])[OH:15])[CH2:16][CH:17]2[CH2:18][CH2:19][CH2:20][CH2:21]2)[cH:5][cH:6][c:7]1[S:8](=[O:9])(=[O:10])[CH3:11].[Cl:22][C:23]([C:24]([Cl:25])=[O:26])=[O:27].[NH2:28][c:29]1[n:30][cH:31][c:32]([NH:35][S:36](=[O:37])(=[O:38])[CH3:39])[n:33][cH:34]1.[O:49]1[CH2:50][CH2:51][CH2:52][CH2:53]1.[cH:40]1[cH:41][cH:42][n:43][cH:44][cH:45]1>>[Cl:1][c:2]1[cH:3][c:4]([CH:12]([C:13](=[O:15])[NH:28][c:29]2[n:30][cH:31][c:32]([NH:35][S:36](=[O:37])(=[O:38])[CH3:39])[n:33][cH:34]2)[CH2:16][CH:17]2[CH2:18][CH2:19][CH2:20][CH2:21]2)[cH:5][cH:6][c:7]1[S:8](=[O:9])(=[O:10])[CH3:11]. The reactants are ClC=1C=CC=C2CC(NC12)=O (7-Chloro-1,3-dihydro-indol-2-one), O=C1OCCC=2C1=CNC2C=O (4-oxo-2,4,6,7-tetrahydro-pyrano[3,4-c]pyrrole-1-carbaldehyde). Yields the product ClC=1C=CC=C2C(C(NC12)=O)=CC1=C2C(=CN1)C(OCC2)=O (1-(7-Chloro-2-oxo-1,2-dihydro-indol-3-ylidenemethyl)-6,7-dihydro-2H-pyrano[3,4-c]pyrrol-4-one). As a reaction SMILES: [Cl:1][C:2]1[CH:3]=[CH:4][CH:5]=[C:6]2[C:10]=1[NH:9][C:8](=[O:11])[CH2:7]2.[O:12]=[C:13]1[C:18]2=[CH:19][NH:20][C:21]([CH:22]=O)=[C:17]2[CH2:16][CH2:15][O:14]1>>[Cl:1][C:2]1[CH:3]=[CH:4][CH:5]=[C:6]2[C:10]=1[NH:9][C:8](=[O:11])[C:7]2=[CH:22][C:21]1[NH:20][CH:19]=[C:18]2[C:13](=[O:12])[O:14][CH2:15][CH2:16][C:17]=12. Reported procedure: 7-Chloro-1,3-dihydro-indol-2-one was condensed with 4-oxo-2,4,6,7-tetrahydro-pyrano[3,4-c]pyrrole-1-carbaldehyde to give the title compound.